This data is from the Open Reaction Database (ORD), a public repository of structured organic reaction records. The task is: describe an organic reaction: reactants, conditions, products, and yield The reactants are CS(=O)(=O)Cl (methanesulfonyl chloride), C(C)(=O)NC1=C(OCCN(C)CCC2=CC(=C(C=C2)OC)OC)C=CC(=C1)N (1-(2-acetamido-4-aminophenoxy)-2-[N-(3,4-dimethoxyphenethyl)-N-methylamino]ethane), ( 4 ). Solvent: N1=CC=CC=C1 (pyridine). Reaction conditions: temperature 0 celsius, time 2 hour. Yields the product titled compound, Cl.C(C)(=O)NC1=C(OCCN(C)CCC2=CC(=C(C=C2)OC)OC)C=CC(=C1)NS(=O)(=O)C (1-(2-acetamido-4-methanesulfonamidophenoxy)-2-[N-(3,4-dimethoxyphenethyl)-N-methylamino]ethane hydrochloride). Isolated yield 63.4%. As a reaction SMILES: [C:1]([NH:4][C:5]1[CH:27]=[C:26]([NH2:28])[CH:25]=[CH:24][C:6]=1[O:7][CH2:8][CH2:9][N:10]([CH2:12][CH2:13][C:14]1[CH:19]=[CH:18][C:17]([O:20][CH3:21])=[C:16]([O:22][CH3:23])[CH:15]=1)[CH3:11])(=[O:3])[CH3:2].[CH3:29][S:30]([Cl:33])(=[O:32])=[O:31]>N1C=CC=CC=1>[ClH:33].[C:1]([NH:4][C:5]1[CH:27]=[C:26]([NH:28][S:30]([CH3:29])(=[O:32])=[O:31])[CH:25]=[CH:24][C:6]=1[O:7][CH2:8][CH2:9][N:10]([CH2:12][CH2:13][C:14]1[CH:19]=[CH:18][C:17]([O:20][CH3:21])=[C:16]([O:22][CH3:23])[CH:15]=1)[CH3:11])(=[O:3])[CH3:2] |f:3.4|. Procedure: A portion (510 mg, 1.32 mmol) of the 1-(2-acetamido-4-aminophenoxy)-2-[N-(3,4-dimethoxyphenethyl)-N-methylamino]ethane produced in (4) above was dissolved in pyridine (5 ml) and, thereafter, the solution was cooled to 0° C. and methanesulfonyl chloride (0.21 ml, 2.63 mmol) was added, followed by stirring at room temperature for 2 h. Thereafter, the solvent was evaporated from the reaction mixture and the resulting residue was diluted with an aqueous solution of sodium bicarbonate, followed by ex... Reactants: C(=NC(=O)Cl)=O (N-(chlorocarbonyl) isocyanate), COC(CNC(NC1=C(C=CC(=C1)F)[N+](=O)[O-])=O)=O (N-[(5-fluoro-2-nitrophenyl)carbamoyl]glycine methyl ester), N1=CC=CC=C1 (pyridine). Solvent: C(Cl)Cl (methylene chloride). Run at time 90 minute. Yields the product FC=1C=CC(=C(C1)N1C(N(C(NC1=O)=O)CC(=O)OC)=O)[N+](=O)[O-] (Methyl 3-(5-fluoro-2-nitrophenyl)tetrahydro-2,4,6-trioxo-s-triazine-1-(2H)-acetat). As a reaction SMILES: [CH3:1][O:2][C:3](=[O:19])[CH2:4][NH:5][C:6](=[O:18])[NH:7][C:8]1[CH:13]=[C:12]([F:14])[CH:11]=[CH:10][C:9]=1[N+:15]([O-:17])=[O:16].[C:20](=[O:25])=[N:21][C:22](Cl)=[O:23].N1C=CC=CC=1>C(Cl)Cl>[F:14][C:12]1[CH:11]=[CH:10][C:9]([N+:15]([O-:17])=[O:16])=[C:8]([N:7]2[C:22](=[O:23])[NH:21][C:20](=[O:25])[N:5]([CH2:4][C:3]([O:2][CH3:1])=[O:19])[C:6]2=[O:18])[CH:13]=1. Procedure: A solution of N-[(5-fluoro-2-nitrophenyl)carbamoyl]glycine methyl ester (20.47 g, 75.46 mmol) in methylene chloride is cooled in an ice-bath, treated with N-(chlorocarbonyl) isocyanate (7 mL, 86.94 mmol), treated dropwise with pyridine (7.5 mL, 92.92 mmol), warmed to and stirred at room temperature for 90 minutes, and filtered. The filtrate is poured into 0.11M hydrochloric acid (450 mL), the phases are separated and the aqueous phase is extracted with methylene chloride. The organic phase and e... The reactants are ClCCNC(N[C@H]1CN(CCC1)C1=NC(=C(C(=O)N)C=C1)NC1=CC=C(C=C1)C(=O)N1CCOCC1)=O ((R)-6-(3-(3-(2-chloroethyl)ureido)piperidin-1-yl)-2-(4-(morpholine-4-carbonyl)phenylamino)nicotinamide), [H-].[Na+] (NaH). Run in CN(C)C=O (DMF). Run at time 1 hour. Yields the product N1(CCOCC1)C(=O)C1=CC=C(C=C1)NC1=C(C(=O)N)C=CC(=N1)N1C[C@@H](CCC1)N1C(NCC1)=O ((R)-2-(4-(morpholine-4-carbonyl)phenylamino)-6-(3-(2-oxoimidazolidin-1-yl)piperidin-1-yl)nicotinamide). Yield: 16.3%. RXN SMILES: Cl[CH2:2][CH2:3][NH:4][C:5](=[O:37])[NH:6][C@@H:7]1[CH2:12][CH2:11][CH2:10][N:9]([C:13]2[CH:21]=[CH:20][C:16]([C:17]([NH2:19])=[O:18])=[C:15]([NH:22][C:23]3[CH:28]=[CH:27][C:26]([C:29]([N:31]4[CH2:36][CH2:35][O:34][CH2:33][CH2:32]4)=[O:30])=[CH:25][CH:24]=3)[N:14]=2)[CH2:8]1.[H-].[Na+]>CN(C=O)C>[N:31]1([C:29]([C:26]2[CH:27]=[CH:28][C:23]([NH:22][C:15]3[N:14]=[C:13]([N:9]4[CH2:10][CH2:11][CH2:12][C@@H:7]([N:6]5[CH2:2][CH2:3][NH:4][C:5]5=[O:37])[CH2:8]4)[CH:21]=[CH:20][C:16]=3[C:17]([NH2:19])=[O:18])=[CH:24][CH:25]=2)=[O:30])[CH2:36][CH2:35][O:34][CH2:33][CH2:32]1 |f:1.2|. Procedure details: To a solution of (R)-6-(3-(3-(2-chloroethyl)ureido)piperidin-1-yl)-2-(4-(morpholine-4-carbonyl)phenylamino)nicotinamide (86 mg, 0.162 mmol) in DMF (1 mL) was added NaH (32.4 mg, 0.811 mmol) and stirred at rt for 1 h. The reaction mixture was quenched with water, extracted twice into CH2Cl2 twice. The combined organic extracts were washed with 10% LiCl and concentrated. The residue was purified by MPLC chromatography (ISCO, 6% NH4OH/MeOH/CH2Cl2, 40 g silica gel column) and further purified by HPL... Reactants: C(C)(C)(C)OC(=O)N1[C@H](CCC1(C)C)[C@H]([C@H](CC1=CC=CC=C1)N(CC1=CC=CC=C1)CC1=CC=CC=C1)O (2-(R)-(2-(S)-dibenzylamino-1-(S)-hydroxy-3-phenylpropyl)-5,5-dimethylpyrrolidine-1-carboxylic acid tert-butyl ester), [H][H] (hydrogen). The reagents and catalysts are [OH-].[OH-].[Pd+2] (palladium hydroxide on carbon). Solvent: CO (methanol). Yields the product C(C)(C)(C)OC(=O)N1[C@H](CCC1(C)C)[C@H]([C@H](CC1=CC=CC=C1)N)O (2-(R)-(2-(S)-Amino-1-(S)-hydroxy-3-phenylpropyl)-5,5-dimethylpyrrolidine-1-carboxylic acid tert-butyl ester). The yield is 86.9%. Reaction SMILES: [C:1]([O:5][C:6]([N:8]1[C:12]([CH3:14])([CH3:13])[CH2:11][CH2:10][C@@H:9]1[C@@H:15]([OH:39])[C@@H:16]([N:24](CC1C=CC=CC=1)CC1C=CC=CC=1)[CH2:17][C:18]1[CH:23]=[CH:22][CH:21]=[CH:20][CH:19]=1)=[O:7])([CH3:4])([CH3:3])[CH3:2].[H][H]>CO.[OH-].[OH-].[Pd+2]>[C:1]([O:5][C:6]([N:8]1[C:12]([CH3:14])([CH3:13])[CH2:11][CH2:10][C@@H:9]1[C@@H:15]([OH:39])[C@@H:16]([NH2:24])[CH2:17][C:18]1[CH:19]=[CH:20][CH:21]=[CH:22][CH:23]=1)=[O:7])([CH3:2])([CH3:3])[CH3:4] |f:3.4.5|. Procedure details: Dissolve 2-(R)-(2-(S)-dibenzylamino-1-(S)-hydroxy-3-phenylpropyl)-5,5-dimethylpyrrolidine-1-carboxylic acid tert-butyl ester (182 mg, 0.34 mmol) in methanol (4 mL) and add 10% palladium hydroxide on carbon (43 mg). Stir under 1 atmosphere of hydrogen gas overnight and filter through a filtering agent, wash with methanol and concentrate to give the title compound as a colorless oil (103 mg, 87% yield). Reactants: CS(=C)(=O)C (dimethylsulfoxonium methylide), CC(=O)C1=C(C=CC(=C1)OC)OC (2,5-dimethoxyacetophenone), CCOCC (ether), ice water. Run in CS(=O)C (dimethyl sulfoxide), petroleum ether, O (water). Conditions: temperature 50 celsius, time 1 hour. Yields the product COC1=C(C2(CO2)C)C=C(C=C1)OC (2,5-dimethoxy-α-methylstyrene oxide). Reaction SMILES: CS(C)(=O)=C.[CH3:6][C:7]([C:9]1[CH:14]=[C:13]([O:15][CH3:16])[CH:12]=[CH:11][C:10]=1[O:17][CH3:18])=[O:8].[CH3:19]COCC>CS(C)=O.O>[CH3:18][O:17][C:10]1[CH:11]=[CH:12][C:13]([O:15][CH3:16])=[CH:14][C:9]=1[C:7]1([CH3:19])[O:8][CH2:6]1. Procedure details: To a solution of dimethylsulfoxonium methylide (69.4 mM) in dimethyl sulfoxide (65 ml.) at room temperature is added solid 2,5-dimethoxyacetophenone (10 g., 55.5 mM). The reaction mixture is stirred for one hour at 25° C., for one-half hour at 50° C. and is then cooled. The mixture is diluted with water (50 ml.) and added to a mixture of ice water (200 ml.)--ether (250 ml.)--low boiling petroleum ether (25 ml.). The organic extract is washed twice with water (250 ml.), dried (MgSO4) and evaporat... The solvent is C(Cl)Cl (DCM). The product is COC1=CC=2C(=NC(=C(N2)C2=CC=C(C=C2)C)C2=CC=C(C=C2)C)N=C1 (7-Methoxy-2,3-dip-tolylpyrido[2,3-b]pyrazine). Reactants: ClC1=CC=2C(=NC(=C(N2)C2=CC=C(C=C2)C)C2=CC=C(C=C2)C)N=C1 (7-chloro-2,3-dip-tolylpyrido[2,3-b]pyrazine), CO (MeOH), [Na] (sodium), [Na] (sodium). RXN SMILES: Cl[C:2]1[CH:25]=[N:24][C:5]2=[N:6][C:7]([C:17]3[CH:22]=[CH:21][C:20]([CH3:23])=[CH:19][CH:18]=3)=[C:8]([C:10]3[CH:15]=[CH:14][C:13]([CH3:16])=[CH:12][CH:11]=3)[N:9]=[C:4]2[CH:3]=1.[Na].[CH3:27][OH:28]>C(Cl)Cl>[CH3:27][O:28][C:2]1[CH:25]=[N:24][C:5]2=[N:6][C:7]([C:17]3[CH:22]=[CH:21][C:20]([CH3:23])=[CH:19][CH:18]=3)=[C:8]([C:10]3[CH:15]=[CH:14][C:13]([CH3:16])=[CH:12][CH:11]=3)[N:9]=[C:4]2[CH:3]=1 |^1:25|. Procedure: A mixture comprising 7-chloro-2,3-dip-tolylpyrido[2,3-b]pyrazine (836 mg, 2.417 mmol) in dry MeOH (10 ml) and DCM (5 ml) bubbled through with nitrogen was treated portionwise with sodium (278 mg, 12.09 mmol). The resulting mixture was heated at reflux overnight. A further portion of sodium (278 mg, 12.09 mmol) was added and refluxing continued overnight. After cooling to RT, the solvent was removed in vacuo and the resulting residue was added to water. The mixture was extracted with DCM (×3) and...